This data is from the Open Reaction Database (ORD), a public repository of structured organic reaction records. The task is: describe an organic reaction: reactants, conditions, products, and yield The reactants are OC1=C2C=CC(NC2=C(C=C1C\C=C\CO)C)=O (5-Hydroxy-6-(trans-4-hydroxy-2-butenyl)-8-methylcarbostyril), O (Water), B(F)(F)F (Boron trifluoride), C([O-])(O)=O.[Na+] (sodium bicarbonate). Solvent: ClCCCl (1,2-dichloroethane). Conditions: temperature 60 celsius, time 5 hour. Product: CC=1C=C2C(=C3C=CC(NC13)=O)OC(C2)C=C (5-methyl-2,3,6,7-tetrahydro-2-vinylfuro[2,3-f]quinoline-7-one). Isolated yield 97.5%. Reaction SMILES: [OH:1][C:2]1[C:11]([CH2:12]/[CH:13]=[CH:14]/[CH2:15]O)=[CH:10][C:9]([CH3:17])=[C:8]2[C:3]=1[CH:4]=[CH:5][C:6](=[O:18])[NH:7]2.B(F)(F)F.C(=O)(O)[O-].[Na+].O>ClCCCl>[CH3:17][C:9]1[CH:10]=[C:11]2[CH2:12][CH:13]([CH:14]=[CH2:15])[O:1][C:2]2=[C:3]2[C:8]=1[NH:7][C:6](=[O:18])[CH:5]=[CH:4]2 |f:2.3|. Procedure: 5-Hydroxy-6-(trans-4-hydroxy-2-butenyl)-8-methylcarbostyril (2.6 g) was suspended in 1,2-dichloroethane (50 ml). Boron trifluoride.ether complex (7.5 ml) was added to the suspension, and the mixture was stirred at 60° C. for 5 hours. After the reaction, saturated sodium bicarbonate (50 ml) was added thereto, followed by stirring at room temperature for 1.5 hours. Water was added thereto and extraction was performed with chloroform. The extract was dried and condensed under reduced pressure, and ...